Dataset: the Open Reaction Database (ORD), a public repository of structured organic reaction records. Task: describe an organic reaction: reactants, conditions, products, and yield The reactants are BrCc1ccncc1, Br, O=C([O-])[O-], CCCC[N+](CCCC)(CCCC)CCCC, CS(C)=O, [Cs+], [Cs+], [I-], O=C1OC2(CCN(C(=O)C3(c4ccc(O)cc4)CC3)C2)c2ccccc21. Yields the product O=C1OC2(CCN(C(=O)C3(c4ccc(OCc5ccncc5)cc4)CC3)C2)c2ccccc21. As a reaction SMILES: [Br:28][CH2:29][c:30]1[cH:31][cH:32][n:33][cH:34][cH:35]1.[BrH:27].[C:36](=[O:37])([O-:38])[O-:39].[CH2:43]([N+:44]([CH2:45][CH2:46][CH2:47][CH3:48])([CH2:49][CH2:50][CH2:51][CH3:52])[CH2:53][CH2:54][CH2:55][CH3:56])[CH2:57][CH2:58][CH3:59].[CH3:60][S:61](=[O:62])[CH3:63].[Cs+:40].[Cs+:41].[I-:42].[OH:1][c:2]1[cH:3][cH:4][c:5]([C:8]2([C:11](=[O:12])[N:13]3[CH2:14][C:15]4([O:16][C:17](=[O:24])[c:18]5[c:19]4[cH:20][cH:21][cH:22][cH:23]5)[CH2:25][CH2:26]3)[CH2:9][CH2:10]2)[cH:6][cH:7]1>>[O:1]([c:2]1[cH:3][cH:4][c:5]([C:8]2([C:11](=[O:12])[N:13]3[CH2:14][C:15]4([O:16][C:17](=[O:24])[c:18]5[c:19]4[cH:20][cH:21][cH:22][cH:23]5)[CH2:25][CH2:26]3)[CH2:9][CH2:10]2)[cH:6][cH:7]1)[CH2:29][c:30]1[cH:31][cH:32][n:33][cH:34][cH:35]1.